Dataset: the Open Reaction Database (ORD), a public repository of structured organic reaction records. Task: describe an organic reaction: reactants, conditions, products, and yield The reactants are C(#N)C=1C=NC=C(C1)C#C (3-Cyano-5-ethynylpyridine). Reagents/catalysts: [C].[Pd] (palladium-carbon). Solvent: O1CCCC1 (tetrahydrofuran). The product is C(#N)C=1C=NC=C(C1)CC (3-cyano-5-ethylpyridine). Isolated yield 84.3%. RXN SMILES: [C:1]([C:3]1[CH:4]=[N:5][CH:6]=[C:7]([C:9]#[CH:10])[CH:8]=1)#[N:2]>O1CCCC1.[C].[Pd]>[C:1]([C:3]1[CH:4]=[N:5][CH:6]=[C:7]([CH2:9][CH3:10])[CH:8]=1)#[N:2] |f:2.3|. Procedure: 3-Cyano-5-ethynylpyridine (1 g) was dissolved in tetrahydrofuran (30 ml) and subjected to catalytic hydrogenation under hydrogen stream in the presence of 10% palladium-carbon (100 mg) as a catalyst. After the catalyst was removed by filtration, the filtrate was concentrated under reduced pressure to give 0.87 g of 3-cyano-5-ethylpyridine (yield, 84%). 1H-NMR (90 MHz, CDCl3): δ (ppm) 8.58(1H, H-2), 8.39(1H, H-6), 7.77(1H, H-4), 2.72(2H, q, J=7.5Hz, Pyridine-CH2CH3), 1.26(3H, t, J=7.5Hz, Pyridine...